Dataset: the Open Reaction Database (ORD), a public repository of structured organic reaction records. Task: describe an organic reaction: reactants, conditions, products, and yield The reactants are C[Si](CCC[Mg]Br)(C)C (3-(trimethylsilyl)propyl magnesium bromide), [Cl-].[Li+] (lithium chloride), BrCCCCCCCCBr (1,8-dibromooctane), Grignard reagent, C[Si](CCCBr)(C)C (3-(trimethylsilyl)propyl bromide), [Mg] (magnesium), [Cl-] (chloride). The solvent is O1CCCC1 (tetrahydrofuran), CCOCC (ether). Conditions: time 17 hour. Product: C[Si](CCCCCCCCCCCBr)(C)C (11-(Trimethylsilyl)undecyl bromide). As a reaction SMILES: [CH3:1][Si:2]([CH3:9])([CH3:8])[CH2:3][CH2:4][CH2:5][Mg]Br.C[Si](C)(C)CCCBr.[Mg].[Br:19][CH2:20][CH2:21][CH2:22][CH2:23][CH2:24][CH2:25][CH2:26][CH2:27]Br.[Cl-].[Li+].[Cl-]>O1CCCC1.CCOCC>[CH3:1][Si:2]([CH3:9])([CH3:8])[CH2:3][CH2:4][CH2:5][CH2:27][CH2:26][CH2:25][CH2:24][CH2:23][CH2:22][CH2:21][CH2:20][Br:19] |f:4.5|. Reported procedure: The 3-(trimethylsilyl)propyl magnesium bromide prepared from 40 g. 3-(trimethylsilyl)propyl bromide and 5.1 g. magnesium turnings in 150 ml. dry ether was dropwise added to a cole (-20°) solution of 42 g. 1,8-dibromooctane, 170 mg. lithium chloride, and 270 mg. cuprus chloride in 120 ml. dry tetrahydrofuran under an argon atmosphere. When addition of the Grignard reagent was complete, the reaction was warmed to room temperature and stirring was continued for 17 hr. The solution was treated with ... Starting materials: O=C([O-])[O-], COc1cccc2c1CCCC2N, [K+], [K+], CN(C)C=O, BrCc1nc(-c2ccccc2)c(-c2ccccc2)o1. Yields the product COc1cccc2c1CCCC2NCc1nc(-c2ccccc2)c(-c2ccccc2)o1. RXN SMILES: [C:33](=[O:34])([O-:35])[O-:36].[CH3:1][O:2][c:3]1[c:4]2[c:9]([cH:10][cH:11][cH:12]1)[CH:8]([NH2:13])[CH2:7][CH2:6][CH2:5]2.[K+:37].[K+:38].[O:39]=[CH:40][N:41]([CH3:42])[CH3:43].[c:14]1(-[c:20]2[n:21][c:22]([CH2:31][Br:32])[o:23][c:24]2-[c:25]2[cH:26][cH:27][cH:28][cH:29][cH:30]2)[cH:15][cH:16][cH:17][cH:18][cH:19]1>>[CH3:1][O:2][c:3]1[c:4]2[c:9]([cH:10][cH:11][cH:12]1)[CH:8]([NH:13][CH2:31][c:22]1[n:21][c:20](-[c:14]3[cH:15][cH:16][cH:17][cH:18][cH:19]3)[c:24](-[c:25]3[cH:26][cH:27][cH:28][cH:29][cH:30]3)[o:23]1)[CH2:7][CH2:6][CH2:5]2. The reactants are CC(C)(C)OC(=O)N1CCNCC1, CS(=O)(=O)Cl, c1ccncc1. Yields the product CC(C)(C)OC(=O)N1CCN(S(C)(=O)=O)CC1. As a reaction SMILES: [C:1]([CH3:2])([CH3:3])([CH3:4])[O:5][C:6](=[O:7])[N:8]1[CH2:9][CH2:10][NH:11][CH2:12][CH2:13]1.[CH3:14][S:15]([Cl:16])(=[O:17])=[O:18].[cH:19]1[cH:20][cH:21][n:22][cH:23][cH:24]1>>[C:1]([CH3:2])([CH3:3])([CH3:4])[O:5][C:6](=[O:7])[N:8]1[CH2:9][CH2:10][N:11]([S:15]([CH3:14])(=[O:17])=[O:18])[CH2:12][CH2:13]1. The reactants are C1CCOC1, CCOC(C)=O, N#Cc1cnc(Cl)cc1Cl, [H-], CN1CCc2cccc(N)c2C1=O, [Na+]. The product is CN1CCc2cccc(Nc3cc(Cl)ncc3C#N)c2C1=O. Reaction SMILES: [CH2:26]1[O:27][CH2:28][CH2:29][CH2:30]1.[CH3:31][CH2:32][O:33][C:34]([CH3:35])=[O:36].[Cl:16][c:17]1[c:18]([C:24]#[N:25])[cH:19][n:20][c:21]([Cl:23])[cH:22]1.[H-:1].[NH2:3][c:4]1[cH:5][cH:6][cH:7][c:8]2[c:13]1[C:12](=[O:14])[N:11]([CH3:15])[CH2:10][CH2:9]2.[Na+:2]>>[NH:3]([c:4]1[cH:5][cH:6][cH:7][c:8]2[c:13]1[C:12](=[O:14])[N:11]([CH3:15])[CH2:10][CH2:9]2)[c:17]1[c:18]([C:24]#[N:25])[cH:19][n:20][c:21]([Cl:23])[cH:22]1.